From a dataset of the Open Reaction Database (ORD), a public repository of structured organic reaction records. describe an organic reaction: reactants, conditions, products, and yield The reactants are BrC1=CC(=CC(=C1)F)OCC1CCCCC1 (1-bromo-3-(cyclohexylmethoxy)-5-fluorobenzene), C(C=C)NC(C(F)(F)F)=O (N-allyl-2,2,2-trifluoroacetamide). Solvent: CN(C)C=O (DMF). Yields the product C1(CCCCC1)COC=1C=C(C=C(C1)F)/C=C/CNC(C(F)(F)F)=O ((E)-N-(3-(3-(cyclohexylmethoxy)-5-fluorophenyl)allyl)-2,2,2-trifluoroacetamide). RXN SMILES: Br[C:2]1[CH:7]=[C:6]([F:8])[CH:5]=[C:4]([O:9][CH2:10][CH:11]2[CH2:16][CH2:15][CH2:14][CH2:13][CH2:12]2)[CH:3]=1.[CH2:17]([NH:20][C:21](=[O:26])[C:22]([F:25])([F:24])[F:23])[CH:18]=[CH2:19]>CN(C=O)C>[CH:11]1([CH2:10][O:9][C:4]2[CH:3]=[C:2](/[CH:19]=[CH:18]/[CH2:17][NH:20][C:21](=[O:26])[C:22]([F:25])([F:24])[F:23])[CH:7]=[C:6]([F:8])[CH:5]=2)[CH2:16][CH2:15][CH2:14][CH2:13][CH2:12]1. Reported procedure: Coupling of 1-bromo-3-(cyclohexylmethoxy)-5-fluorobenzene with N-allyl-2,2,2-trifluoroacetamide following the method used in Example 10 except DMF was used as solvent gave (E)-N-(3-(3-(cyclohexylmethoxy)-5-fluorophenyl)allyl)-2,2,2-trifluoroacetamide as a white solid. Yield (0.44 g, 64%): 1H NMR (400 MHz, DMSO-d6) 1H NMR (400 MHz, CDCl3) δ 9.68 (t, J=4.0 Hz, 1H), 6.79-6.86 (m, 2H), 6.65 (dt, J=10.8, 2.0 Hz, 1H), 6.45 (d, J=15.6 Hz, 1H), 6.31 (dt, J=16.0, 5.6 Hz, 1H), 3.95 (t, J=4.8 Hz, 2H), 3.77... Reactants: OB(O)F, OB(O)F, OB(O)F, OB(O)F, CC[O+](CC)CC, ClC(Cl)Cl, ClCCl, O=C(C=CSc1ccccc1)Nc1ccccc1. Yields the product CCOC(C=CSc1ccccc1)=Nc1ccccc1. As a reaction SMILES: [B:29]([F:30])([OH:31])[OH:32].[B:33]([F:34])([OH:35])[OH:36].[B:37]([F:38])([OH:39])[OH:40].[B:41]([F:42])([OH:43])[OH:44].[CH2:22]([CH3:23])[O+:24]([CH2:25][CH3:26])[CH2:27][CH3:28].[CH:45]([Cl:46])([Cl:47])[Cl:48].[Cl:19][CH2:20][Cl:21].[c:1]1([NH:7][C:8]([CH:9]=[CH:10][S:11][c:12]2[cH:13][cH:14][cH:15][cH:16][cH:17]2)=[O:18])[cH:2][cH:3][cH:4][cH:5][cH:6]1>>[c:1]1([N:7]=[C:8]([CH:9]=[CH:10][S:11][c:12]2[cH:13][cH:14][cH:15][cH:16][cH:17]2)[O:18][CH2:22][CH3:23])[cH:2][cH:3][cH:4][cH:5][cH:6]1. The reactants are C(C)(C)(C)[SiH2]OC([C@@H]1CCC(N1)=O)(C)C ((S)-5-(tert-butyl-dimethyl-silanyloxymethyl)-pyrrolidin-2-one), BrC=1C=NC=C(C1)CCl (3-bromo-5-chloromethyl-pyridine). Yields the product BrC=1C=C(C=NC1)CN1C(CC[C@H]1C(O[SiH2]C(C)(C)C)(C)C)=O ((S)-1-(5-Bromo-pyridin-3-ylmethyl)-5-(tert-butyl-dimethyl-silanyloxymethyl)-pyrrolidin-2-one). As a reaction SMILES: [C:1]([SiH2:5][O:6][C:7]([CH3:15])([CH3:14])[C@H:8]1[NH:12][C:11](=[O:13])[CH2:10][CH2:9]1)([CH3:4])([CH3:3])[CH3:2].[Br:16][C:17]1[CH:18]=[N:19][CH:20]=[C:21]([CH2:23]Cl)[CH:22]=1>>[Br:16][C:17]1[CH:22]=[C:21]([CH2:23][N:12]2[C@H:8]([C:7]([CH3:15])([CH3:14])[O:6][SiH2:5][C:1]([CH3:4])([CH3:2])[CH3:3])[CH2:9][CH2:10][C:11]2=[O:13])[CH:20]=[N:19][CH:18]=1. Reported procedure: In analogy to the procedure described for the preparation of intermediates B-1 [B], (S)-5-(tert-butyl-dimethyl-silanyloxymethyl)-pyrrolidin-2-one has been coupled to 3-bromo-5-chloromethyl-pyridine (intermediate B-1 [A]) to yield the title compound as colorless oil. MS: 399.2, 401.2 (M+H+). The reactants are c1ccc(CN2CCNCC2)cc1, ClCCl, O=S(=O)(Cl)c1ccc(Cl)nc1. Yields the product O=S(=O)(c1ccc(Cl)nc1)N1CCN(Cc2ccccc2)CC1. RXN SMILES: [CH2:1]([c:2]1[cH:3][cH:4][cH:5][cH:6][cH:7]1)[N:8]1[CH2:9][CH2:10][NH:11][CH2:12][CH2:13]1.[CH2:25]([Cl:26])[Cl:27].[Cl:14][c:15]1[cH:16][cH:17][c:18]([S:21](=[O:22])(=[O:23])[Cl:24])[cH:19][n:20]1>>[CH2:1]([c:2]1[cH:3][cH:4][cH:5][cH:6][cH:7]1)[N:8]1[CH2:9][CH2:10][N:11]([S:21]([c:18]2[cH:17][cH:16][c:15]([Cl:14])[n:20][cH:19]2)(=[O:22])=[O:23])[CH2:12][CH2:13]1. Reactants: C([O-])(O)=O.[Na+] (sodium bicarbonate), ClC(=O)OCC1=CC=CC=C1 (benzyl chloroformate), FC=1C=C(C=CC1C1CN(S(CC1)(=O)=O)CC=C)N (3-fluoro-4-[tetrahydro-1,1-dioxido-2-(2-propenyl)-2H-1,2-thiazin-4-yl]benzenamine). Run in O (water), C1CCOC1 (THF), C1CCOC1 (THF). Product: FC=1C=C(C=CC1C1CN(S(CC1)(=O)=O)CC=C)NC(OCC1=CC=CC=C1)=O (phenylmethyl [3-fluoro-4-[tetrahydro-1,1-dioxido-2-(2-propenyl)-2H-1,2-thiazin-4-yl]phenyl]carbamate). The yield is 100.1%. RXN SMILES: [F:1][C:2]1[CH:3]=[C:4]([NH2:19])[CH:5]=[CH:6][C:7]=1[CH:8]1[CH2:13][CH2:12][S:11](=[O:15])(=[O:14])[N:10]([CH2:16][CH:17]=[CH2:18])[CH2:9]1.Cl[C:21]([O:23][CH2:24][C:25]1[CH:30]=[CH:29][CH:28]=[CH:27][CH:26]=1)=[O:22].C(=O)(O)[O-].[Na+]>C1COCC1.O>[F:1][C:2]1[CH:3]=[C:4]([NH:19][C:21](=[O:22])[O:23][CH2:24][C:25]2[CH:30]=[CH:29][CH:28]=[CH:27][CH:26]=2)[CH:5]=[CH:6][C:7]=1[CH:8]1[CH2:13][CH2:12][S:11](=[O:15])(=[O:14])[N:10]([CH2:16][CH:17]=[CH2:18])[CH2:9]1 |f:2.3|. Procedure details: 3-fluoro-4-[tetrahydro-1,1-dioxido-2-(2-propenyl)-2H-1,2-thiazin-4-yl]benzenamine (1.154 g, 4.06 mmol) is dissolved in THF (15 ml) to which is added benzyl chloroformate (765 mg, 4.48 mmol) followed by a solution of sodium bicarbonate (700 mg, 8.33 mmol) in water (10 ml). After stirring for 2 hr most of the THF is evaporated and the residue is extracted with ethyl acetate (100 ml). After washing with water (25 ml) and brine, the solution is dried (MgSO4) and evaporated to afford the title compou... The reactants are ClC1=NC=CC(=N1)C1=C(N=C(S1)C1CCOCC1)C=1C(=C(C=CC1)NS(=O)(=O)C1=COC=C1)F (N-{3-[5-(2-chloro-4-pyrimidinyl)-2-(tetrahydro-2H-pyran-4-yl)-1,3-thiazol-4-yl]-2-fluorophenyl}-3-furansulfonamide), [OH-].[NH4+] (ammonium hydroxide). The product is NC1=NC=CC(=N1)C1=C(N=C(S1)C1CCOCC1)C=1C(=C(C=CC1)NS(=O)(=O)C1=COC=C1)F (N-{3-[5-(2-amino-4-pyrimidinyl)-2-(tetrahydro-2H-pyran-4-yl)-1,3-thiazol-4-yl]-2-fluorophenyl}-3-furansulfonamide), solid. Yield: 61.0%. Reaction SMILES: Cl[C:2]1[N:7]=[C:6]([C:8]2[S:12][C:11]([CH:13]3[CH2:18][CH2:17][O:16][CH2:15][CH2:14]3)=[N:10][C:9]=2[C:19]2[C:20]([F:34])=[C:21]([NH:25][S:26]([C:29]3[CH:33]=[CH:32][O:31][CH:30]=3)(=[O:28])=[O:27])[CH:22]=[CH:23][CH:24]=2)[CH:5]=[CH:4][N:3]=1.[OH-].[NH4+:36]>>[NH2:36][C:2]1[N:7]=[C:6]([C:8]2[S:12][C:11]([CH:13]3[CH2:18][CH2:17][O:16][CH2:15][CH2:14]3)=[N:10][C:9]=2[C:19]2[C:20]([F:34])=[C:21]([NH:25][S:26]([C:29]3[CH:33]=[CH:32][O:31][CH:30]=3)(=[O:28])=[O:27])[CH:22]=[CH:23][CH:24]=2)[CH:5]=[CH:4][N:3]=1 |f:1.2|. Reported procedure: Following a procedure analogous to the procedure described in Example 52, Step B using N-{3-[5-(2-chloro-4-pyrimidinyl)-2-(tetrahydro-2H-pyran-4-yl)-1,3-thiazol-4-yl]-2-fluorophenyl}-3-furansulfonamide (1.03 g×3, 5.95 mmol) and ammonium hydroxide (15 mL), the title compound was obtained as a white solid (1.86 g, 61% yield). MS (ESI): 502 [M+H]+. The reactants are O=C1CCC(=O)N1Br, O=C1C(=O)N2CCCc3cccc1c32, CCOC(C)=O, CN(C)C=O. The product is O=C1C(=O)N2CCCc3cc(Br)cc1c32. Reaction SMILES: [Br:15][N:16]1[C:17](=[O:18])[CH2:19][CH2:20][C:21]1=[O:22].[C:1]1(=[O:14])[C:2](=[O:13])[N:3]2[CH2:4][CH2:5][CH2:6][c:7]3[cH:8][cH:9][cH:10][c:11]1[c:12]32.[CH3:23][CH2:24][O:25][C:26](=[O:27])[CH3:28].[O:29]=[CH:30][N:31]([CH3:32])[CH3:33]>>[C:1]1(=[O:14])[C:2](=[O:13])[N:3]2[CH2:4][CH2:5][CH2:6][c:7]3[cH:8][c:9]([Br:15])[cH:10][c:11]1[c:12]32.